From a dataset of the Open Reaction Database (ORD), a public repository of structured organic reaction records. describe an organic reaction: reactants, conditions, products, and yield Reactants: C(C)OCN1CCC(CC1)CNC(OC(C)(C)C)=O (tert-Butyl {[1-(ethoxymethyl)piperidin-4-yl]methyl}carbamate), COC(O[Si](C)(C)C)=C1CCOCC1 ([Methoxy(tetrahydro-4H-pyran-4-ylidene)methoxy](trimethyl)silane). The reagents and catalysts are FC(S(=O)(=O)O[Si](C)(C)C)(F)F (trimethylsilyl trifluoromethanesulfonate). Solvent: C(Cl)Cl (CH2Cl2). Conditions: time 12 hour. The product is C(C)(C)(C)OC(=O)NCC1CCN(CC1)CC1(CCOCC1)C(=O)OC (Methyl 4-[(4-{[(tert-butoxycarbonyl)amino]methyl}piperidin-1-yl)methyl]tetrahydro-2H-pyran-4-carboxylate). Yield: 130.8%. As a reaction SMILES: C(O[CH2:4][N:5]1[CH2:10][CH2:9][CH:8]([CH2:11][NH:12][C:13](=[O:19])[O:14][C:15]([CH3:18])([CH3:17])[CH3:16])[CH2:7][CH2:6]1)C.[CH3:20][O:21][C:22](=[C:28]1[CH2:33][CH2:32][O:31][CH2:30][CH2:29]1)[O:23][Si](C)(C)C>C(Cl)Cl.FC(F)(F)S(O[Si](C)(C)C)(=O)=O>[C:15]([O:14][C:13]([NH:12][CH2:11][CH:8]1[CH2:7][CH2:6][N:5]([CH2:4][C:28]2([C:22]([O:21][CH3:20])=[O:23])[CH2:33][CH2:32][O:31][CH2:30][CH2:29]2)[CH2:10][CH2:9]1)=[O:19])([CH3:16])([CH3:17])[CH3:18]. Reported procedure: To a stirred solution of tert-butyl {[1-(ethoxymethyl)piperidin-4-yl]methyl}carbamate (4 g, 14 mmol, step 1 of Example 8) and [methoxy(tetrahydro-4H-pyran-4-ylidene)methoxy](trimethyl)silane (2.9 g, 13 mmol, step 2 of Example 8) in CH2Cl2 (30 mL) was added dropwise trimethylsilyl trifluoromethanesulfonate (0.24 mL, 1.3 mmol) at 0° C., and the resulting mixture was stirred at room temperature for 12 h. The reaction mixture was quenched with saturated aqueous sodium bicarbonate (150 mL), extracted... Reactants: N1=CC(=CC=C1)S(=O)(=O)Cl (pyridine-3-sulfonyl chloride), [Na].CC=1C(=NC=CC1OCCCOC)CS(=O)C1=NC2=C(N1)C=CC=C2 (2-[[[3-methyl-4-(3-methoxypropoxy)-2-pyridyl]methyl]sulfinyl]-1H-benzimidazole sodium salt). Run in C(C)N(CC)CC (triethylamine), ClCCl (dichloromethane), ClCCl (Dichloromethane). Run at time 8 hour. Yields the product N1=CC(=CC=C1)S(=O)(=O)N1C(=NC2=C1C=CC=C2)S(=O)CC2=NC=CC(=C2C)OCCCOC (1-(pyridine-3-sulfonyl)-2-[[[3-methyl-4-(3-methoxypropoxy)-2-pyridyl]methyl]sulfinyl]-1H-benzimidazole). The yield is 50.8%. RXN SMILES: [N:1]1[CH:6]=[CH:5][CH:4]=[C:3]([S:7](Cl)(=[O:9])=[O:8])[CH:2]=1.[Na].[CH3:12][C:13]1[C:14]([CH2:25][S:26]([C:28]2[NH:32][C:31]3[CH:33]=[CH:34][CH:35]=[CH:36][C:30]=3[N:29]=2)=[O:27])=[N:15][CH:16]=[CH:17][C:18]=1[O:19][CH2:20][CH2:21][CH2:22][O:23][CH3:24]>C(N(CC)CC)C.ClCCl>[N:1]1[CH:6]=[CH:5][CH:4]=[C:3]([S:7]([N:29]2[C:30]3[CH:36]=[CH:35][CH:34]=[CH:33][C:31]=3[N:32]=[C:28]2[S:26]([CH2:25][C:14]2[C:13]([CH3:12])=[C:18]([O:19][CH2:20][CH2:21][CH2:22][O:23][CH3:24])[CH:17]=[CH:16][N:15]=2)=[O:27])(=[O:9])=[O:8])[CH:2]=1 |f:1.2,^1:10|. Procedure: 100 mg of pyridine-3-sulfonyl chloride was added to 191 mg of 2-[[[3-methyl-4-(3-methoxypropoxy)-2-pyridyl]methyl]sulfinyl]-1H-benzimidazole sodium salt in a mixture of 0.15 ml of triethylamine and 10 ml of dichloromethane. The reaction mixture was stirred at room temperature overnight. Dichloromethane (20 ml) was added and washed with water, and 0.1M sodium bicarbonate solution. Organic layer was dried over anhydrous magnesium sulfate and evaporated. Residue was dissolved in minimum amounts of ... The reactants are F[B-](F)(F)F, CCNCc1ccc(C(C)(C)C)cc1, CCOC(=O)C(Cc1ccc(OCC(=O)O)cc1)OCC, ClCCl, CCN(C(C)C)C(C)C, CN(C)C(On1nnc2ccccc21)=[N+](C)C. The product is CCOC(=O)C(Cc1ccc(OCC(=O)N(CC)Cc2ccc(C(C)(C)C)cc2)cc1)OCC. As a reaction SMILES: [B-:45]([F:46])([F:47])([F:48])[F:49].[C:1]([CH3:2])([CH3:3])([CH3:4])[c:5]1[cH:6][cH:7][c:8]([CH2:9][NH:10][CH2:11][CH3:12])[cH:13][cH:14]1.[CH2:15]([CH3:16])[O:17][CH:18]([CH2:19][c:20]1[cH:21][cH:22][c:23]([O:24][CH2:25][C:26](=[O:27])[OH:28])[cH:29][cH:30]1)[C:31](=[O:32])[O:33][CH2:34][CH3:35].[CH2:67]([Cl:68])[Cl:69].[CH:36]([N:37]([CH2:38][CH3:39])[CH:40]([CH3:41])[CH3:42])([CH3:43])[CH3:44].[n:50]1([O:51][C:52]([N:53]([CH3:54])[CH3:55])=[N+:56]([CH3:57])[CH3:58])[c:59]2[cH:60][cH:61][cH:62][cH:63][c:64]2[n:65][n:66]1>>[C:1]([CH3:2])([CH3:3])([CH3:4])[c:5]1[cH:6][cH:7][c:8]([CH2:9][N:10]([CH2:11][CH3:12])[C:26]([CH2:25][O:24][c:23]2[cH:22][cH:21][c:20]([CH2:19][CH:18]([O:17][CH2:15][CH3:16])[C:31](=[O:32])[O:33][CH2:34][CH3:35])[cH:30][cH:29]2)=[O:28])[cH:13][cH:14]1.